Task: describe an organic reaction: reactants, conditions, products, and yield. Dataset: the Open Reaction Database (ORD), a public repository of structured organic reaction records The reactants are [Cl-].[NH4+] (ammonium chloride), C(C)(CC)[Li] (sec-butyl lithium), C(C)(C)OB1OC(C(O1)(C)C)(C)C (2-isopropoxy-4,4,5,5-tetramethyl-[1,3,2]-dioxaborolane), BrC1=CC(=C(C=C1)OC)OCC1CC1 (4-bromo-2-cyclopropylmethoxy-1-methoxybenzene). The solvent is O1CCCC1 (tetrahydrofuran), O1CCCC1 (tetrahydrofuran). Run at time 50 minute. Product: C1(CC1)COC=1C=C(C=CC1OC)B1OC(C(O1)(C)C)(C)C (2-(3-Cyclopropylmethoxy-4-methoxyphenyl)-4,4,5,5-tetramethyl-[1,3,2]dioxaborolane). Yield: 94.0%. As a reaction SMILES: Br[C:2]1[CH:7]=[CH:6][C:5]([O:8][CH3:9])=[C:4]([O:10][CH2:11][CH:12]2[CH2:14][CH2:13]2)[CH:3]=1.C([Li])(CC)C.C(O[B:24]1[O:28][C:27]([CH3:30])([CH3:29])[C:26]([CH3:32])([CH3:31])[O:25]1)(C)C.[Cl-].[NH4+]>O1CCCC1>[CH:12]1([CH2:11][O:10][C:4]2[CH:3]=[C:2]([B:24]3[O:28][C:27]([CH3:30])([CH3:29])[C:26]([CH3:32])([CH3:31])[O:25]3)[CH:7]=[CH:6][C:5]=2[O:8][CH3:9])[CH2:14][CH2:13]1 |f:3.4|. Procedure details: To 60 ml of dehydrated tetrahydrofuran solution containing 3.64 g (14.2 mmol) of 4-bromo-2-cyclopropylmethoxy-1-methoxybenzene was added dropwise 18.0 ml of tetrahydrofuran solution containing 0.97M sec-butyl lithium at −70° C. under argon atmosphere, and the mixture was stirred at the same temperature for 50 minutes. Then, 3.70 ml (19.2 mmol) of 2-isopropoxy-4,4,5,5-tetramethyl-[1,3,2]-dioxaborolane was added to the mixture, and the resulting mixture was raised to room temperature. After comple... RXN SMILES: [CH2:39]1[O:40][CH2:41][CH2:42][CH2:43]1.[CH3:1][Si:2]([N-:3][Si:4]([CH3:5])([CH3:6])[CH3:7])([CH3:8])[CH3:9].[Cl-:37].[F:11][c:12]1[cH:13][cH:14][c:15]([CH:18]2[CH2:19][CH2:20][C:21](=[O:23])[O:22]2)[cH:16][cH:17]1.[I:24][CH2:25][CH:26]=[CH:27][CH2:28][O:29][CH2:30][c:31]1[cH:32][cH:33][cH:34][cH:35][cH:36]1.[Li+:10].[NH4+:38]>>[F:11][c:12]1[cH:13][cH:14][c:15]([CH:18]2[CH2:19][CH:20]([CH2:25][CH:26]=[CH:27][CH2:28][O:29][CH2:30][c:31]3[cH:32][cH:33][cH:34][cH:35][cH:36]3)[C:21](=[O:23])[O:22]2)[cH:16][cH:17]1. The reactants are C1CCOC1, C[Si](C)(C)[N-][Si](C)(C)C, [Cl-], O=C1CCC(c2ccc(F)cc2)O1, ICC=CCOCc1ccccc1, [Li+], [NH4+]. Yields the product O=C1OC(c2ccc(F)cc2)CC1CC=CCOCc1ccccc1. Starting materials: O1CCC(CC1)C=1C(=NC=CC1)OC1CC(C1)C(=O)O (3-(3-(tetrahydro-2H-pyran-4-yl)pyridin-2-yloxy)cyclobutanecarboxylic acid), C(C(=O)Cl)(=O)Cl (oxalyl dichloride), NC1=C(C=CC=C1)S (2-aminobenzenethiol), C(=O)(O)[O-].[Na+] (NaHCO3). Reagents/catalysts: CN(C)C=O (DMF). The solvent is CCOC(=O)C (EtOAc), C(Cl)Cl (DCM). Conditions: time 10 minute. The product is O1CCC(CC1)C=1C(=NC=CC1)O[C@@H]1C[C@H](C1)C=1SC2=C(N1)C=CC=C2 (2-(trans-3-(3-(tetrahydro-2H-pyran-4-yl)pyridin-2-yloxy)cyclobutyl)benzo[d]thiazole), O1CCC(CC1)C=1C(=NC=CC1)O[C@H]1C[C@H](C1)C=1SC2=C(N1)C=CC=C2 (2-(cis-3-(3-(tetrahydro-2H-pyran-4-yl)pyridin-2-yloxy)cyclobutyl)benzo[d]thiazole). The yield is 9.0%. As a reaction SMILES: [O:1]1[CH2:6][CH2:5][CH:4]([C:7]2[C:8]([O:13][CH:14]3[CH2:17][CH:16]([C:18](O)=O)[CH2:15]3)=[N:9][CH:10]=[CH:11][CH:12]=2)[CH2:3][CH2:2]1.C(Cl)(=O)C(Cl)=O.[NH2:27][C:28]1[CH:33]=[CH:32][CH:31]=[CH:30][C:29]=1[SH:34].C([O-])(O)=O.[Na+]>C(Cl)Cl.CN(C=O)C.CCOC(C)=O>[O:1]1[CH2:2][CH2:3][CH:4]([C:7]2[C:8]([O:13][C@H:14]3[CH2:15][C@H:16]([C:18]4[S:34][C:29]5[CH:30]=[CH:31][CH:32]=[CH:33][C:28]=5[N:27]=4)[CH2:17]3)=[N:9][CH:10]=[CH:11][CH:12]=2)[CH2:5][CH2:6]1.[O:1]1[CH2:2][CH2:3][CH:4]([C:7]2[C:8]([O:13][C@@H:14]3[CH2:15][C@H:16]([C:18]4[S:34][C:29]5[CH:30]=[CH:31][CH:32]=[CH:33][C:28]=5[N:27]=4)[CH2:17]3)=[N:9][CH:10]=[CH:11][CH:12]=2)[CH2:5][CH2:6]1 |f:3.4|. Reported procedure: To a solution of 3-(3-(tetrahydro-2H-pyran-4-yl)pyridin-2-yloxy)cyclobutanecarboxylic acid (prepared according to Scheme 4) (0.236 g, 0.851 mmol) in DCM (0.5 mL) at RT was added DMF (1 drop) and oxalyl dichloride (0.50 mL, 5.6 mmol). The reaction mixture was stirred at RT for 10 min and the solvent was removed under reduced pressure. The concentrate was dissolved in toluene (3 mL), cooled to 0° C., and 2-aminobenzenethiol (0.10 mL, 0.94 mmol) was added. The reaction mixture was warmed to RT and ... Starting materials: C(#N)O (cyano-alcohol), O1CCCC=C1 (dihydropyran), C1(=CC=C(C=C1)S(=O)(=O)O)C (p-toluene sulfonic acid), CCOCC (ether). The solvent is C(Cl)Cl (methylene chloride). Conditions: time 4 hour. Yields the product O1C(CCCC1)OC1OCCCC1 (tetrahydropyranyl ether). Reaction SMILES: [C:1]([OH:3])#N.[O:4]1[CH:9]=[CH:8][CH2:7][CH2:6][CH2:5]1.[C:10]1(C)C=C[C:13](S(O)(=O)=O)=[CH:12][CH:11]=1.CC[O:23]CC>C(Cl)Cl>[O:4]1[CH2:5][CH2:6][CH2:7][CH2:8][CH:9]1[O:23][CH:13]1[CH2:12][CH2:11][CH2:10][CH2:1][O:3]1. Reported procedure: A solution of 1.23 g of Part F cyano-alcohol (7.36 mmole) in 20 ml of dry methylene chloride was treated with 800 ml of dihydropyran (8.89 mmole) and catalytic amount of p-toluene sulfonic acid at 0°-5° C. After 4 hours, the reaction mixture was diluted with ether and washed with aqueous sodium bicarbonate solution. The aqueous layer was reextracted twice with ether. The combined organic extract was dried over anhydrous magnesium sulfate and concentrated under reduced pressure. The crude residue... The reactants are CC1=C2C(=NC=3C=CC=CC13)C=CNCC2 (1,2-dihydro-11-methyl-3H-azepino[4,5-b]quinoline), ClC(=O)OCC (ethyl chloroformate). Yields the product Cl.C(C)OC(=O)N1C=CC2=NC=3C=CC=CC3C(=C2CC1)C (1,2-Dihydro-11-methyl-3-azepino[4,5-b]quinoline-carboxylic acid ethyl ester hydrochloride). Isolated yield 42.0%. RXN SMILES: [CH3:1][C:2]1[C:11]2[CH:10]=[CH:9][CH:8]=[CH:7][C:6]=2[N:5]=[C:4]2[CH:12]=[CH:13][NH:14][CH2:15][CH2:16][C:3]=12.[Cl:17][C:18]([O:20][CH2:21][CH3:22])=[O:19]>>[ClH:17].[CH2:21]([O:20][C:18]([N:14]1[CH2:15][CH2:16][C:3]2[C:4](=[N:5][C:6]3[CH:7]=[CH:8][CH:9]=[CH:10][C:11]=3[C:2]=2[CH3:1])[CH:12]=[CH:13]1)=[O:19])[CH3:22] |f:2.3|. Reported procedure: 1,2-Dihydro-11-methyl-3-azepino[4,5-b]quinoline-carboxylic acid ethyl ester hydrochloride was prepared from 1,2-dihydro-11-methyl-3H-azepino[4,5-b]quinoline and ethyl chloroformate analogous to Example 155. Starting materials: C(C1=CC=CC=C1)C1CCN(CC1)CCCNC(=O)C1=CC2=CN=C3C=CC=C(S1)N32 (N-[3-(4-benzylpiperidin-1-yl)propan-1-yl]-5-thia-1,8b-diazaacenaphthylene-4-carboxamide), Cl.CO (HCl methanol). Solvent: C(C)O (ethanol). Yields the product Cl.Cl.C(C1=CC=CC=C1)C1CCN(CC1)CCCNC(=O)C1=CC2=CN=C3C=CC=C(S1)N32 (N-[3-(4-benzylpiperidin-1-yl)propan-1-yl]-5-thia-1,8b-diazaacenaphthylene-4-carboxamide Dihydrochloride). RXN SMILES: [CH2:1]([CH:8]1[CH2:13][CH2:12][N:11]([CH2:14][CH2:15][CH2:16][NH:17][C:18]([C:20]2[S:30][C:29]3[N:31]4[C:22](=[CH:23][N:24]=[C:25]4[CH:26]=[CH:27][CH:28]=3)[CH:21]=2)=[O:19])[CH2:10][CH2:9]1)[C:2]1[CH:7]=[CH:6][CH:5]=[CH:4][CH:3]=1.[ClH:32].CO>C(O)C>[ClH:32].[ClH:32].[CH2:1]([CH:8]1[CH2:9][CH2:10][N:11]([CH2:14][CH2:15][CH2:16][NH:17][C:18]([C:20]2[S:30][C:29]3[N:31]4[C:22](=[CH:23][N:24]=[C:25]4[CH:26]=[CH:27][CH:28]=3)[CH:21]=2)=[O:19])[CH2:12][CH2:13]1)[C:2]1[CH:3]=[CH:4][CH:5]=[CH:6][CH:7]=1 |f:1.2,4.5.6|. Procedure: To a solution of 1.84 g (4.25 mM) of N-[3-(4-benzylpiperidin-1-yl)propan-1-yl]-5-thia-1,8b-diazaacenaphthylene-4-carboxamide in ethanol (10 ml) was added 6 ml (24 mM) of 4N-HCl/methanol at room temperature and the mixture was stirred at room temperature for several minutes. After the solvent was distilled off under reduced pressure, ethanol and diethyl ether were added to the crystalline residue. The crystal crop was then harvested by filtration and rinsed with ethanol and diethyl ether to provi... Reactants: FC(C(=O)O)(F)F (Trifluoroacetic acid), C(C)(C)(C)OC(NC=1SC[C@H]2[C@@](N1)(C[C@@H](C2)OC)C2=C(C=CC(=C2)NC(=O)C2=NC=C(C=C2)C#N)F)=O (tert-butyl((4aR*,6R*,7aS*)-7a-{5-[(5-cyanopyridine-2-carbonyl)amino]-2-fluorophenyl}-6-methoxy-4,4a,5,6,7,7a-hexahydrocyclopenta[d][1,3]thiazin-2-yl)carbamate), C([O-])(O)=O.[Na+] (sodium bicarbonate). Solvent: ClCCl (dichloromethane). Conditions: time 1 hour. Yields the product NC=1SC[C@H]2[C@@](N1)(C[C@@H](C2)OC)C=2C=C(C=CC2F)NC(=O)C2=NC=C(C=C2)C#N ((+)-N-[3-((4aR*,6R*,7aS*)-2-amino-6-methoxy-4a,5,6,7-tetrahydro-4H-cyclopenta[d][1,3]thiazin-7a-yl)-4-fluorophenyl]-5-cyanopyridine-2-carboxamide). Isolated yield 51.1%. RXN SMILES: FC(F)(F)C(O)=O.C(OC(=O)[NH:14][C:15]1[S:16][CH2:17][C@@H:18]2[CH2:23][C@@H:22]([O:24][CH3:25])[CH2:21][C@:19]2([C:26]2[CH:31]=[C:30]([NH:32][C:33]([C:35]3[CH:40]=[CH:39][C:38]([C:41]#[N:42])=[CH:37][N:36]=3)=[O:34])[CH:29]=[CH:28][C:27]=2[F:43])[N:20]=1)(C)(C)C.C(=O)(O)[O-].[Na+]>ClCCl>[NH2:14][C:15]1[S:16][CH2:17][C@@H:18]2[CH2:23][C@@H:22]([O:24][CH3:25])[CH2:21][C@:19]2([C:26]2[CH:31]=[C:30]([NH:32][C:33]([C:35]3[CH:40]=[CH:39][C:38]([C:41]#[N:42])=[CH:37][N:36]=3)=[O:34])[CH:29]=[CH:28][C:27]=2[F:43])[N:20]=1 |f:2.3|. Procedure details: Trifluoroacetic acid (1.0 mL) was added to a solution of tert-butyl((4aR*,6R*,7aS*)-7a-{5-[(5-cyanopyridine-2-carbonyl)amino]-2-fluorophenyl}-6-methoxy-4,4a,5,6,7,7a-hexahydrocyclopenta[d][1,3]thiazin-2-yl)carbamate (29 mg) in dichloromethane (2 mL), and the reaction solution was stirred at room temperature for one hour. The reaction solution was poured into a saturated sodium bicarbonate solution, followed by extraction with ethyl acetate. The extract was washed with a saturated sodium chloride...